From a dataset of the Open Reaction Database (ORD), a public repository of structured organic reaction records. describe an organic reaction: reactants, conditions, products, and yield Reactants: O=C(n1ccnc1)n1ccnc1, C1CCOC1, O=C(O)c1c(F)cccc1F, NC1CCCNC(=O)C1. The product is O=C1CC(NC(=O)c2c(F)cccc2F)CCCN1. As a reaction SMILES: [C:1]([n:2]1[cH:3][cH:4][n:5][cH:6]1)([n:7]1[cH:8][cH:9][n:10][cH:11]1)=[O:12].[CH2:33]1[O:34][CH2:35][CH2:36][CH2:37]1.[F:13][c:14]1[c:15]([C:16](=[O:17])[OH:18])[c:19]([F:23])[cH:20][cH:21][cH:22]1.[NH2:24][CH:25]1[CH2:26][C:27](=[O:28])[NH:29][CH2:30][CH2:31][CH2:32]1>>[F:13][c:14]1[c:15]([C:16](=[O:18])[NH:24][CH:25]2[CH2:26][C:27](=[O:28])[NH:29][CH2:30][CH2:31][CH2:32]2)[c:19]([F:23])[cH:20][cH:21][cH:22]1. Starting materials: C(C)(=O)Cl (acetyl chloride), N1CCC(=CC1)C1=CC=C(C=C1)NC(=O)N1CC2=CC=CC=C2C1 (N-[4-(1,2,3,6-tetrahydropyridin-4-yl)phenyl]-1,3-dihydro-2H-isoindole-2-carboxamide), NC=1C=C2CN(CC2=CC1)C(=O)NC1=CC=C(C=C1)C(NCCC)=O (5-amino-N-(4-(propylcarbamoyl)phenyl)isoindoline-2-carboxamide). Product: C(C(C)C)(=O)N1CCC(=CC1)C1=CC=C(C=C1)NC(=O)N1CC2=CC=CC=C2C1 (N-[4-(1-isobutyryl-1,2,3,6-tetrahydropyridin-4-yl)phenyl]-1,3-dihydro-2H-isoindole-2-carboxamide). Reaction SMILES: C(Cl)(=O)C.[NH:5]1[CH2:10][CH:9]=[C:8]([C:11]2[CH:16]=[CH:15][C:14]([NH:17][C:18]([N:20]3[CH2:28][C:27]4[C:22](=[CH:23][CH:24]=[CH:25][CH:26]=4)[CH2:21]3)=[O:19])=[CH:13][CH:12]=2)[CH2:7][CH2:6]1.NC1C=C2C(=CC=1)CN(C(NC1C=[CH:46][C:45]([C:48](=[O:53])NCCC)=[CH:44]C=1)=O)C2>>[C:48]([N:5]1[CH2:6][CH:7]=[C:8]([C:11]2[CH:16]=[CH:15][C:14]([NH:17][C:18]([N:20]3[CH2:21][C:22]4[C:27](=[CH:26][CH:25]=[CH:24][CH:23]=4)[CH2:28]3)=[O:19])=[CH:13][CH:12]=2)[CH2:9][CH2:10]1)(=[O:53])[CH:45]([CH3:46])[CH3:44]. Reported procedure: The title compound was prepared as described in Example 278, substituting isobutyryl chloride for acetyl chloride and N-[4-(1,2,3,6-tetrahydropyridin-4-yl)phenyl]-1,3-dihydro-2H-isoindole-2-carboxamide for 5-amino-N-(4-(propylcarbamoyl)phenyl)isoindoline-2-carboxamide. 1H NMR (500 MHz, DMSO-d6) δ ppm 8.40 (s, 1H), 7.55-7.58 (m, 2H), 7.30-7.38 (m, 6H), 6.11-6.13 (bs, 1H), 4.76-4.77 (bs, 4H), 4.19-4.21 (m, 1H), 4.08-4.09 (m, 1H), 3.65-3.72 (m, 2H), 2.85-3.00 (m, 1H), 2.40-2.56 (m, 2H), 1.00-1.07 (... Reactants: O.[O-]P(=O)([O-])[O-].[K+].[K+].[K+] (potassium phosphate tribasic monohydrate), heterocyclyl, heteroaryl substituted phenylsulfonyl, C1(=CC=CC=C1)P(C1=C(C2=CC=CC=C2C=C1)C1=C(C=CC2=CC=CC=C12)P(C1=CC=CC=C1)C1=CC=CC=C1)C1=CC=CC=C1 (rac-2,2′-bis (diphenylphosphino)-1,1′-binaphthyl), BrC1=C(C=C(C=C1)S(=O)(=O)NC1=C(C=C(C=C1)Cl)C(=O)C=1C=NC(=CC1)C)F (4-Bromo-N-[4-chloro-2-(6-methyl-pyridine-3-carbonyl)-phenyl]-3-fluoro-benzenesulfonamide), C[C@@H]1CNC[C@@H](O1)C (cis-2,6-dimethyl-morpholine). The reagents and catalysts are [Pd] (Pd). Solvent: CN(C)C=O (DMF). Yields the product ClC1=CC(=C(C=C1)NS(=O)(=O)C1=CC(=C(C=C1)N1C[C@H](O[C@H](C1)C)C)F)C(=O)C=1C=NC(=CC1)C (N-[4-Chloro-2-(6-methyl-pyridine-3-carbonyl)-phenyl]-4-(cis-2,6-dimethyl-morpholin-4-yl)-3-fluoro-benzenesulfonamide). RXN SMILES: Br[C:2]1[CH:7]=[CH:6][C:5]([S:8]([NH:11][C:12]2[CH:17]=[CH:16][C:15]([Cl:18])=[CH:14][C:13]=2[C:19]([C:21]2[CH:22]=[N:23][C:24]([CH3:27])=[CH:25][CH:26]=2)=[O:20])(=[O:10])=[O:9])=[CH:4][C:3]=1[F:28].O.[O-]P([O-])([O-])=O.[K+].[K+].[K+].C1(P(C2C=CC=CC=2)C2C=CC3C(=CC=CC=3)C=2C2C3C(=CC=CC=3)C=CC=2P(C2C=CC=CC=2)C2C=CC=CC=2)C=CC=CC=1.[CH3:84][C@H:85]1[O:90][C@@H:89]([CH3:91])[CH2:88][NH:87][CH2:86]1>CN(C=O)C.[Pd]>[Cl:18][C:15]1[CH:16]=[CH:17][C:12]([NH:11][S:8]([C:5]2[CH:6]=[CH:7][C:2]([N:87]3[CH2:86][C@H:85]([CH3:84])[O:90][C@H:89]([CH3:91])[CH2:88]3)=[C:3]([F:28])[CH:4]=2)(=[O:10])=[O:9])=[C:13]([C:19]([C:21]2[CH:22]=[N:23][C:24]([CH3:27])=[CH:25][CH:26]=2)=[O:20])[CH:14]=1 |f:1.2.3.4.5|. Reported procedure: The title compound was prepared according to the general procedure for the synthesis of heterocyclyl and heteroaryl substituted phenylsulfonyl derivatives previously described, using 4-Bromo-N-[4-chloro-2-(6-methyl-pyridine-3-carbonyl)-phenyl]-3-fluoro-benzenesulfonamide 0.2 g (0.4 mmol), potassium phosphate tribasic monohydrate 0.570 g (2.4 mmol), rac-2,2′-bis (diphenylphosphino)-1,1′-binaphthyl 0.077 g (0.12 mmol), cis-2,6-dimethyl-morpholine 0.23 g (2 mmol) and Pd (dba)3 0.057 g (0.06 mmol) i... Starting materials: COC(=O)C1=CC=C2C(=NN=N2)C1 (Benzotriazole-6-carboxylic acid methyl ester), CI (methyl iodide). Yields the product COC(=O)C=1C=CC2=C(N(N=N2)C)C1 (1-Methyl-1H-benzotriazole-6-carboxylic acid methyl ester). RXN SMILES: [CH3:1][O:2][C:3]([C:5]1[CH2:13][C:9]2=[N:10][N:11]=[N:12][C:8]2=[CH:7][CH:6]=1)=[O:4].[CH3:14]I>>[CH3:1][O:2][C:3]([C:5]1[CH:6]=[CH:7][C:8]2[N:12]=[N:11][N:10]([CH3:14])[C:9]=2[CH:13]=1)=[O:4]. Procedure details: Benzotriazole-6-carboxylic acid methyl ester is reacted with methyl iodide, yielding the title compound (in addition to the isomeric 2-methyl-2H and 3-methyl-3H compounds). Reactants: CC(=O)[O-], CCO, O=C1c2ccccc2-c2c1cccc2-c1nc2ccc(Cl)cc2[nH]1, Cl, NO, [Na+]. The product is ON=C1c2ccccc2-c2c1cccc2-c1nc2ccc(Cl)cc2[nH]1. RXN SMILES: [CH3:29][C:30](=[O:31])[O-:32].[CH3:33][CH2:34][OH:35].[Cl:1][c:2]1[cH:3][cH:4][c:5]2[c:6]([nH:7][c:8](-[c:10]3[cH:11][cH:12][cH:13][c:14]4[c:22]3-[c:21]3[c:16]([cH:17][cH:18][cH:19][cH:20]3)[C:15]4=[O:23])[n:9]2)[cH:24]1.[ClH:25].[NH2:26][OH:27].[Na+:28]>>[Cl:1][c:2]1[cH:3][cH:4][c:5]2[c:6]([nH:7][c:8](-[c:10]3[cH:11][cH:12][cH:13][c:14]4[c:22]3-[c:21]3[c:16]([cH:17][cH:18][cH:19][cH:20]3)[C:15]4=[N:26][OH:27])[n:9]2)[cH:24]1.